Dataset: the Open Reaction Database (ORD), a public repository of structured organic reaction records. Task: describe an organic reaction: reactants, conditions, products, and yield The reactants are CCOC(=O)C.CCCCCC (EtOAc Hexane), C[Mg]Cl (methylmagnesium chloride), COCOC=1C(=NC(=CC1)CC(C)(C)C)C#N (3-(Methoxymethoxy)-6-neopentylpicolinonitrile). The solvent is C1CCOC1 (THF). Conditions: temperature 0 celsius, time 2 hour. The product is COCOC=1C(=NC(=CC1)CC(C)(C)C)C(C)=O (1-(3-(methoxymethoxy)-6-neopentylpyridin-2-yl)ethanone). Yield: 43.0%. Reaction SMILES: COC[O:4][C:5]1[C:6](C#N)=[N:7][C:8]([CH2:11][C:12]([CH3:15])([CH3:14])[CH3:13])=[CH:9][CH:10]=1.C[Mg]Cl.[CH3:21][CH2:22][O:23][C:24](C)=[O:25].[CH3:27]CCCCC>C1COCC1>[CH3:27][O:25][CH2:24][O:23][C:22]1[C:6]([C:5](=[O:4])[CH3:10])=[N:7][C:8]([CH2:11][C:12]([CH3:14])([CH3:13])[CH3:15])=[CH:9][CH:21]=1 |f:2.3|. Reported procedure: 3-(Methoxymethoxy)-6-neopentylpicolinonitrile (8.3 g, 35 mmol) was dissolved in THF (125 mL). The solution was cooled to 0° C. and methylmagnesium chloride (24 ml, 71 mmol) (3.0 M in Et2O) was added. The reaction mixture stirred for 2 h at rt under N2 then quenched with saturated NH4Cl (50 mL) and extracted with EtOAc (3×50 mL). The organic layer was dried over MgSO4 and evaporated to give the crude product as a yellow oil. Purification of the crude residue by ISCO (40 g SiO2, O-40% EtOAc/Hexane... Reactants: C(=O)([O-])[O-].[Cs+].[Cs+] (Cs2CO3), ClC1=NC(=CC(=N1)N1C=C(C=2C1=CN=C(C2)C2=C(C=CC=C2C)C)C(C(CC)CC)O)CC (1-[1-(2-chloro-6-ethyl-pyrimidin-4-yl)-5-(2,6-dimethyl-phenyl)-1H-pyrrolo[2,3-c]pyridin-3-yl]-2-ethyl-butan-1-ol). Run in CO (MeOH). Conditions: temperature 60 celsius. Product: CC1=C(C(=CC=C1)C)C=1C=C2C(=CN1)N(C=C2C(C(CC)CC)O)C2=NC(=NC(=C2)CC)OC (1-[5-(2,6-dimethyl-phenyl)-1-(6-ethyl-2-methoxy-pyrimidin-4-yl)-1H-pyrrolo[2,3-c]pyridin-3-yl]-2-ethyl-butan-1-ol). RXN SMILES: [C:1]([O-:4])([O-])=O.[Cs+].[Cs+].Cl[C:8]1[N:13]=[C:12]([N:14]2[C:18]3=[CH:19][N:20]=[C:21]([C:23]4[C:28]([CH3:29])=[CH:27][CH:26]=[CH:25][C:24]=4[CH3:30])[CH:22]=[C:17]3[C:16]([CH:31]([OH:37])[CH:32]([CH2:35][CH3:36])[CH2:33][CH3:34])=[CH:15]2)[CH:11]=[C:10]([CH2:38][CH3:39])[N:9]=1>CO>[CH3:30][C:24]1[CH:25]=[CH:26][CH:27]=[C:28]([CH3:29])[C:23]=1[C:21]1[CH:22]=[C:17]2[C:16]([CH:31]([OH:37])[CH:32]([CH2:33][CH3:34])[CH2:35][CH3:36])=[CH:15][N:14]([C:12]3[CH:11]=[C:10]([CH2:38][CH3:39])[N:9]=[C:8]([O:4][CH3:1])[N:13]=3)[C:18]2=[CH:19][N:20]=1 |f:0.1.2|. Reported procedure: Cs2CO3 (85 mg, 0.26 mmol) is added to a solution of 1-[1-(2-chloro-6-ethyl-pyrimidin-4-yl)-5-(2,6-dimethyl-phenyl)-1H-pyrrolo[2,3-c]pyridin-3-yl]-2-ethyl-butan-1-ol (100 mg, 0.22 mmol) in MeOH (4 mL). The mixture is heated at 60° C. for 30 min. The mixture is concentrated under reduced pressure, diluted with water (5 mL), and the product is extracted with DCM. The combined organic extracts are washed with brine, dried (Na2SO4), and concentrated under reduced pressure. Chromatography of the resid... The reactants are CN, CC#N, O=[N+]([O-])c1ccc(CBr)cc1. The product is CNCc1ccc([N+](=O)[O-])cc1. As a reaction SMILES: [CH3:12][NH2:13].[CH3:14][C:15]#[N:16].[N+:1](=[O:2])([O-:3])[c:4]1[cH:5][cH:6][c:7]([CH2:8][Br:9])[cH:10][cH:11]1>>[N+:1](=[O:2])([O-:3])[c:4]1[cH:5][cH:6][c:7]([CH2:8][NH:13][CH3:12])[cH:10][cH:11]1. The reactants are [OH-].[Na+] (Sodium hydroxide), BrC=1C=C2C(=C(C=NC2=CC1)C(=O)OCC)N[C@H]1C[C@@H](CC1)OC.BrC=1C=C2C(=C(C=NC2=CC1)C(=O)OCC)N[C@@H]1C[C@H](CC1)OC (ethyl 6-bromo-4-[[(1R,3R)-3-methoxycyclopentyl]amino]quinoline-3-carboxylate ethyl 6-bromo-4-[[(1S,3S)-3-methoxycyclopentyl]amino]quinoline-3-carboxylate), O (water). Solvent: CO (MeOH). Run at time 15 hour. The product is O=[O+][O-].BrC=1C=C2C(=C(C=NC2=CC1)C(=O)O)N[C@H]1C[C@@H](CC1)OC.BrC=1C=C2C(=C(C=NC2=CC1)C(=O)O)N[C@@H]1C[C@H](CC1)OC (O3 6-bromo-4-[[(1R,3R)-3-methoxycyclopentyl]amino]quinoline-3-carboxylic acid 6-bromo-4-[[(1S,3S)-3-methoxycyclopentyl]amino]quinoline-3-carboxylic acid). Reaction SMILES: [OH-:1].[Na+].[Br:3][C:4]1[CH:5]=[C:6]2[C:11](=[CH:12][CH:13]=1)[N:10]=[CH:9][C:8]([C:14]([O:16]CC)=[O:15])=[C:7]2[NH:19][C@@H:20]1[CH2:24][CH2:23][C@@H:22]([O:25][CH3:26])[CH2:21]1.[Br:27][C:28]1[CH:29]=[C:30]2[C:35](=[CH:36][CH:37]=1)[N:34]=[CH:33][C:32]([C:38]([O:40]CC)=[O:39])=[C:31]2[NH:43][C@H:44]1[CH2:48][CH2:47][C@H:46]([O:49][CH3:50])[CH2:45]1.[OH2:51]>CO>[O:1]=[O+:51][O-:15].[Br:27][C:28]1[CH:29]=[C:30]2[C:35](=[CH:36][CH:37]=1)[N:34]=[CH:33][C:32]([C:38]([OH:40])=[O:39])=[C:31]2[NH:43][C@@H:44]1[CH2:48][CH2:47][C@@H:46]([O:49][CH3:50])[CH2:45]1.[Br:3][C:4]1[CH:5]=[C:6]2[C:11](=[CH:12][CH:13]=1)[N:10]=[CH:9][C:8]([C:14]([OH:16])=[O:15])=[C:7]2[NH:19][C@H:20]1[CH2:24][CH2:23][C@H:22]([O:25][CH3:26])[CH2:21]1 |f:0.1,2.3,6.7.8|. Procedure details: 2N Sodium hydroxide (150 mL) was added to a mixture of ethyl 6-bromo-4-[[(1R,3R)-3-methoxycyclopentyl]amino]quinoline-3-carboxylate: ethyl 6-bromo-4-[[(1S,3S)-3-methoxycyclopentyl]amino]quinoline-3-carboxylate (1:1 mixture) (18.6 g, 47.2 mmol) in MeOH (500 mL) and water (100 mL) and the resulting solution stirred for 15 h at ambient temperature. The mixture was concentrated under vacuum and the residue diluted with water (300 mL). The pH value of the solution was adjusted to 5 with 2N hydrochlor... Reactants: IC (Iodomethane), N1C=CC2=CC=C(C=C12)C(=O)O (indole-6-carboxylic acid), C([O-])([O-])=O.[K+].[K+] (potassium carbonate), CN(C)C=O (DMF). Conditions: time 24 hour. Yields the product COC(=O)C1=CC=C2C=CN(C2=C1)C (1-Methyl-1H-indole-6-carboxylic acid methyl ester). Reaction SMILES: IC.N1C2[C:6](=[CH:7][CH:8]=[C:9]([C:12]([OH:14])=[O:13])[CH:10]=2)[CH:5]=C1.[C:15](=O)([O-])[O-].[K+].[K+].[CH3:21][N:22]([CH:24]=O)[CH3:23]>>[CH3:15][O:14][C:12]([C:9]1[CH:10]=[C:23]2[C:6]([CH:5]=[CH:24][N:22]2[CH3:21])=[CH:7][CH:8]=1)=[O:13] |f:2.3.4|. Procedure details: Iodomethane (2.3 mL, 36.9 mmol) was added to a suspension of indole-6-carboxylic acid (1.55 g, 9.62 mmol) and potassium carbonate (1.98 g, 14.3 mmol) in DMF (32 mL) under argon. The reaction was stirred at room temperature for 24 hr. The reaction was quenched with sat. NH4Cl and extracted with ethyl acetate (2×). The combined organic layers were washed with brine, dried over Na2SO4, filtered, and concentrated. The crude product was purified by flash chromatography on silica gel (0-60% EtOAc:Hexa... Starting materials: Cc1ccccc1O, CCC(O)(CC)c1cc2cc(OC)ccc2s1. Product: CCC(CC)(c1ccc(O)c(C)c1)c1cc2cc(OC)ccc2s1. Reaction SMILES: [CH3:18][c:19]1[cH:20][cH:21][cH:22][cH:23][c:24]1[OH:25].[CH3:1][O:2][c:3]1[cH:4][c:5]2[c:6]([s:7][c:8]([C:10]([CH2:11][CH3:12])([CH2:13][CH3:14])[OH:15])[cH:9]2)[cH:16][cH:17]1>>[CH3:1][O:2][c:3]1[cH:4][c:5]2[c:6]([s:7][c:8]([C:10]([CH2:11][CH3:12])([CH2:13][CH3:14])[c:21]3[cH:20][c:19]([CH3:18])[c:24]([OH:25])[cH:23][cH:22]3)[cH:9]2)[cH:16][cH:17]1. Starting materials: ClC1=C(C#N)C=CC(=C1)N1C(C([C@H]([C@H]1C)O[Si](C)(C)C(C)(C)C)(C)C)=O (rac-2-chloro-4-[(4R,5R)-4-(tert-butyldimethylsilyloxy)-3,3,5-trimethyl-2-oxopyrrolidin-1-yl]benzonitrile), [F-].C(CCC)[N+](CCCC)(CCCC)CCCC.C1CCOC1 (tetrabutylammonium fluoride THF). Product: ClC1=C(C#N)C=CC(=C1)N1C(C([C@H]([C@H]1C)O)(C)C)=O (rac-2-chloro-4-[(4R,5R)-4-hydroxy-3,3,5-trimethyl-2-oxopyrrolidin-1-yl]benzonitrile), solid. The yield is 72.0%. Reaction SMILES: [Cl:1][C:2]1[CH:9]=[C:8]([N:10]2[C@H:14]([CH3:15])[C@H:13]([O:16][Si](C(C)(C)C)(C)C)[C:12]([CH3:25])([CH3:24])[C:11]2=[O:26])[CH:7]=[CH:6][C:3]=1[C:4]#[N:5].[F-].C([N+](CCCC)(CCCC)CCCC)CCC.C1COCC1>>[Cl:1][C:2]1[CH:9]=[C:8]([N:10]2[C@H:14]([CH3:15])[C@H:13]([OH:16])[C:12]([CH3:25])([CH3:24])[C:11]2=[O:26])[CH:7]=[CH:6][C:3]=1[C:4]#[N:5] |f:1.2.3|. Procedure: Using rac-2-chloro-4-[(4R,5R)-4-(tert-butyldimethylsilyloxy)-3,3,5-trimethyl-2-oxopyrrolidin-1-yl]benzonitrile (400 mg) and tetrabutylammonium fluoride-THF solution (3 mL, 1 mol/L), and in the same manner as in Example 15, the title compound was obtained as a colorless solid (yield: 204 mg, 72%).